From a dataset of the Open Reaction Database (ORD), a public repository of structured organic reaction records. describe an organic reaction: reactants, conditions, products, and yield The reactants are CC(c1ccc(Br)cc1)N1CCC(CCCO)(c2ccccc2)OC1=O, Nc1ccc(B(O)O)cn1. Product: CC(c1ccc(-c2ccc(N)nc2)cc1)N1CCC(CCCO)(c2ccccc2)OC1=O. Reaction SMILES: [Br:1][c:2]1[cH:3][cH:4][c:5]([CH:8]([CH3:9])[N:10]2[C:11](=[O:26])[O:12][C:13]([c:16]3[cH:17][cH:18][cH:19][cH:20][cH:21]3)([CH2:22][CH2:23][CH2:24][OH:25])[CH2:14][CH2:15]2)[cH:6][cH:7]1.[NH2:27][c:28]1[cH:29][cH:30][c:31]([B:34]([OH:35])[OH:36])[cH:32][n:33]1>>[c:2]1(-[c:31]2[cH:30][cH:29][c:28]([NH2:27])[n:33][cH:32]2)[cH:3][cH:4][c:5]([CH:8]([CH3:9])[N:10]2[C:11](=[O:26])[O:12][C:13]([c:16]3[cH:17][cH:18][cH:19][cH:20][cH:21]3)([CH2:22][CH2:23][CH2:24][OH:25])[CH2:14][CH2:15]2)[cH:6][cH:7]1. Reactants: [BH4-], O=Cc1cc(Br)ccc1OCc1ccccc1, CCO, [Na+]. The product is OCc1cc(Br)ccc1OCc1ccccc1. RXN SMILES: [BH4-:1].[CH2:3]([c:4]1[cH:5][cH:6][cH:7][cH:8][cH:9]1)[O:10][c:11]1[c:12]([CH:13]=[O:14])[cH:15][c:16]([Br:19])[cH:17][cH:18]1.[CH3:20][CH2:21][OH:22].[Na+:2]>>[CH2:3]([c:4]1[cH:5][cH:6][cH:7][cH:8][cH:9]1)[O:10][c:11]1[c:12]([CH2:13][OH:14])[cH:15][c:16]([Br:19])[cH:17][cH:18]1. Reaction SMILES: C[O:2][C:3](=[O:15])[C:4]1[CH:9]=[C:8]([N:10]=[C:11]=[S:12])[CH:7]=[CH:6][C:5]=1[O:13][CH3:14].[CH:16]([NH:18][NH2:19])=O>O1CCCC1>[CH3:14][O:13][C:5]1[CH:6]=[CH:7][C:8]([N:10]2[C:11](=[S:12])[NH:19][N:18]=[CH:16]2)=[CH:9][C:4]=1[C:3]([OH:2])=[O:15]. Reaction conditions: time 3 hour. Reactants: COC(C1=C(C=CC(=C1)N=C=S)OC)=O (5-isothiocyanato-2-methoxy-benzoic acid methyl ester), C(=O)NN (formic hydrazide). Reported procedure: Treat a mixture of 5-isothiocyanato-2-methoxy-benzoic acid methyl ester (6.90 g, 30.91 mmol) and formic hydrazide (2.04 g, 34.0 mmol, Aldrich Chemical Company) under an argon atmosphere via syringe with anhydrous tetrahydrofuran (40 mL). After three hours, concentrate in vacuo to remove the solvent, mix the residue with 1 M NaHCO3 solution (total of 300 mL employed) in portions and transfer to a 500 mL round bottom flask. Reflux for 3 days under an argon atmosphere. Filter the hot solution, acid... The product is COC1=C(C(=O)O)C=C(C=C1)N1C=NNC1=S (2-methoxy-5-(5-thioxo-1,5-dihydro-[1,2,4]triazol-4-yl)-benzoic acid). The solvent is O1CCCC1 (tetrahydrofuran). The yield is 91.7%. The reactants are CCN=C=NCCCN(C)C, CCN(C(C)C)C(C)C, Cl, O=C(O)c1ccnn(-c2ccc(F)cc2)c1=O, Nc1ccc(Oc2ccnc3cc(C4CCC5(CC4)OCCO5)sc23)c(F)c1, CN(C)C=O, On1nnc2ccccc21. The product is O=C(Nc1ccc(Oc2ccnc3cc(C4CCC5(CC4)OCCO5)sc23)c(F)c1)c1ccnn(-c2ccc(F)cc2)c1=O. RXN SMILES: [CH2:47]([N:48]=[C:49]=[N:50][CH2:51][CH2:52][CH2:53][N:54]([CH3:55])[CH3:56])[CH3:57].[CH2:68]([N:69]([CH:70]([CH3:71])[CH3:72])[CH:73]([CH3:74])[CH3:75])[CH3:76].[ClH:46].[F:29][c:30]1[cH:31][cH:32][c:33](-[n:36]2[n:37][cH:38][cH:39][c:40]([C:43](=[O:44])[OH:45])[c:41]2=[O:42])[cH:34][cH:35]1.[O:1]1[CH2:2][CH2:3][O:4][C:5]12[CH2:6][CH2:7][CH:8]([c:11]1[cH:12][c:13]3[n:14][cH:15][cH:16][c:17]([O:20][c:21]4[c:22]([F:28])[cH:23][c:24]([NH2:25])[cH:26][cH:27]4)[c:18]3[s:19]1)[CH2:9][CH2:10]2.[O:77]=[CH:78][N:79]([CH3:80])[CH3:81].[n:58]1([OH:59])[c:60]2[cH:61][cH:62][cH:63][cH:64][c:65]2[n:66][n:67]1>>[O:1]1[CH2:2][CH2:3][O:4][C:5]12[CH2:6][CH2:7][CH:8]([c:11]1[cH:12][c:13]3[n:14][cH:15][cH:16][c:17]([O:20][c:21]4[c:22]([F:28])[cH:23][c:24]([NH:25][C:43]([c:40]5[cH:39][cH:38][n:37][n:36](-[c:33]6[cH:32][cH:31][c:30]([F:29])[cH:35][cH:34]6)[c:41]5=[O:42])=[O:44])[cH:26][cH:27]4)[c:18]3[s:19]1)[CH2:9][CH2:10]2.